This data is from the Open Reaction Database (ORD), a public repository of structured organic reaction records. The task is: describe an organic reaction: reactants, conditions, products, and yield Starting materials: Cl (Hydrochloric acid), O1CCN(CC1)CCCNC(=O)OCC1=C(C=CC=C1)N(C=O)CCCCCCCCCCCCCCCCCC ([2-[[N-(3-morpholinopropyl)carbamoyloxy]methyl]phenyl]-N-octadecylformamide). The solvent is C(C)(=O)OCC (ethyl acetate), C(C)(=O)OCC (ethyl acetate). Conditions: time 10 minute. Product: Cl.O1CCN(CC1)CCCNC(=O)OCC1=C(C=CC=C1)N(C=O)CCCCCCCCCCCCCCCCCC ([2-[[N-(3-Morpholinopropyl)carbamoyloxy]methyl]phenyl]-N-octadecylformamide hydrochloride). RXN SMILES: [ClH:1].[O:2]1[CH2:7][CH2:6][N:5]([CH2:8][CH2:9][CH2:10][NH:11][C:12]([O:14][CH2:15][C:16]2[CH:21]=[CH:20][CH:19]=[CH:18][C:17]=2[N:22]([CH2:25][CH2:26][CH2:27][CH2:28][CH2:29][CH2:30][CH2:31][CH2:32][CH2:33][CH2:34][CH2:35][CH2:36][CH2:37][CH2:38][CH2:39][CH2:40][CH2:41][CH3:42])[CH:23]=[O:24])=[O:13])[CH2:4][CH2:3]1>C(OCC)(=O)C>[ClH:1].[O:2]1[CH2:7][CH2:6][N:5]([CH2:8][CH2:9][CH2:10][NH:11][C:12]([O:14][CH2:15][C:16]2[CH:21]=[CH:20][CH:19]=[CH:18][C:17]=2[N:22]([CH2:25][CH2:26][CH2:27][CH2:28][CH2:29][CH2:30][CH2:31][CH2:32][CH2:33][CH2:34][CH2:35][CH2:36][CH2:37][CH2:38][CH2:39][CH2:40][CH2:41][CH3:42])[CH:23]=[O:24])=[O:13])[CH2:4][CH2:3]1 |f:3.4|. Procedure: 4N Hydrochloric acid--ethyl acetate solution (0.26 ml) was added to a solution of [2-[[N-(3-morpholinopropyl)carbamoyloxy]methyl]phenyl]-N-octadecylformamide (0.30 g) in ethyl acetate (4 ml) at room temperature. After being stirred for 10 minutes, the reaction mixture was concentrated. The residue was recrystallized from ethyl acetate-ethanol mixed solvent, thereby yielding 0.27 g of the aimed compound as white crystals. Reactants: C(CCC)NC1=CC=C(C=C1)C(C(F)(F)F)(C(F)(F)F)O (2-(4-Butylamino-phenyl)-1,1,1,3,3,3-hexafluoro-propan-2-ol), CN(C(=S)Cl)C (dimethylthio-carbamoyl chloride). The solvent is ClCCl (dichloromethane). Run at temperature 150 celsius. The product is C(CCC)N(C(=S)N(C)C)C1=CC=C(C=C1)C(C(F)(F)F)(C(F)(F)F)O (1-butyl-3,3-dimethyl-1-[4-(2,2,2-trifluoro-1-hydroxy-1-trifluoromethyl-ethyl)-phenyl]-thiourea). Reaction SMILES: [CH2:1]([NH:5][C:6]1[CH:11]=[CH:10][C:9]([C:12]([OH:21])([C:17]([F:20])([F:19])[F:18])[C:13]([F:16])([F:15])[F:14])=[CH:8][CH:7]=1)[CH2:2][CH2:3][CH3:4].[CH3:22][N:23]([CH3:27])[C:24](Cl)=[S:25]>ClCCl>[CH2:1]([N:5]([C:6]1[CH:11]=[CH:10][C:9]([C:12]([OH:21])([C:17]([F:18])([F:19])[F:20])[C:13]([F:15])([F:14])[F:16])=[CH:8][CH:7]=1)[C:24]([N:23]([CH3:27])[CH3:22])=[S:25])[CH2:2][CH2:3][CH3:4]. Procedure: 2-(4-Butylamino-phenyl)-1,1,1,3,3,3-hexafluoro-propan-2-ol and dimethylthio-carbamoyl chloride are mixed together in a sealed vial and heated at 150° C. for 10 min in a microwave. The reaction mixture is dissolved in dichloromethane and purified over preparative TLC (Acetonitrile: CH2Cl2=2:98) to give the title compound. 1HNMR (CD3OD) δ 0.95(t, 3H), 1.38(m, 2H), 1.65(m, 2H), 2.99 (s, 6H), 4.05(t, 2H), 4.90(s, 1H), 7.04(d, 2H), and 7.68(d, 2H); ESIMS m/z 401(M−H).